Task: describe an organic reaction: reactants, conditions, products, and yield. Dataset: the Open Reaction Database (ORD), a public repository of structured organic reaction records The reactants are COC(=O)C(CC1CCC(OC2CCCCO2)C1)c1ccc(Cl)c(Cl)c1, CO. Yields the product COC(=O)C(CC1CCC(O)C1)c1ccc(Cl)c(Cl)c1. Reaction SMILES: [CH3:1][O:2][C:3]([CH:4]([CH2:5][CH:6]1[CH2:7][CH:8]([O:11][CH:12]2[CH2:13][CH2:14][CH2:15][CH2:16][O:17]2)[CH2:9][CH2:10]1)[c:18]1[cH:19][c:20]([Cl:25])[c:21]([Cl:24])[cH:22][cH:23]1)=[O:26].[CH3:27][OH:28]>>[CH3:1][O:2][C:3]([CH:4]([CH2:5][CH:6]1[CH2:7][CH:8]([OH:11])[CH2:9][CH2:10]1)[c:18]1[cH:19][c:20]([Cl:25])[c:21]([Cl:24])[cH:22][cH:23]1)=[O:26]. Starting materials: C(C=C)C1C(CCC(C(OC(C2CCCCN2C(C(C2(C(CC(C(C(CC(CC(=C1)C)C)OC)O2)OC)C)O)=O)=O)=O)C(=CC2CC(C(CC2)O)OC)C)C)=O (17-allyl-1-hydroxy-12-[2'-(4"-hydroxy-3"-methoxycyclohexyl)-1'-methylvinyl]-23,25-dimethoxy-13,19,21,27-tetramethyl-11,28-dioxa-4-azatricyclo[22.3.1.04,9 ]octacos-18-ene-2,3,10,16-tetraone), C(C)N(CC)S(F)(F)F (diethylaminosulfur trifluoride), C(C)#N (acetonitrile). Solvent: C1CCOC1 (THF). The product is C(C=C)C1C(CCC(C(OC(C2CCCCN2C(C(C2(C(CC(C(C(CC(CC(=C1)C)C)OC)O2)OC)C)O)=O)=O)=O)C(=CC2CC(C(CC2)F)OC)C)C)=O (17-Allyl-1-hydroxy-12-[2'-(4"-fluoro-3"-methoxycyclohexyl)-1'-methylvinyl]-23,25-dimethoxy-13,19,21,27-tetramethyl-11,28-dioxa-4-azatricyclo[22.3.1.04,9 ]octacos-18-ene-2,3,10,16-tetraone). As a reaction SMILES: [CH2:1]([CH:4]1[CH:30]=[C:29]([CH3:31])[CH2:28][CH:27]([CH3:32])[CH2:26][CH:25]([O:33][CH3:34])[CH:24]2[O:35][C:20]([OH:39])([CH:21]([CH3:38])[CH2:22][CH:23]2[O:36][CH3:37])[C:19](=[O:40])[C:18](=[O:41])[N:17]2[CH:12]([CH2:13][CH2:14][CH2:15][CH2:16]2)[C:11](=[O:42])[O:10][CH:9]([C:43]([CH3:54])=[CH:44][CH:45]2[CH2:50][CH2:49][CH:48](O)[CH:47]([O:52][CH3:53])[CH2:46]2)[CH:8]([CH3:55])[CH2:7][CH2:6][C:5]1=[O:56])[CH:2]=[CH2:3].C(N(S(F)(F)[F:63])CC)C.C(#N)C>C1COCC1>[CH2:1]([CH:4]1[CH:30]=[C:29]([CH3:31])[CH2:28][CH:27]([CH3:32])[CH2:26][CH:25]([O:33][CH3:34])[CH:24]2[O:35][C:20]([OH:39])([CH:21]([CH3:38])[CH2:22][CH:23]2[O:36][CH3:37])[C:19](=[O:40])[C:18](=[O:41])[N:17]2[CH:12]([CH2:13][CH2:14][CH2:15][CH2:16]2)[C:11](=[O:42])[O:10][CH:9]([C:43]([CH3:54])=[CH:44][CH:45]2[CH2:50][CH2:49][CH:48]([F:63])[CH:47]([O:52][CH3:53])[CH2:46]2)[CH:8]([CH3:55])[CH2:7][CH2:6][C:5]1=[O:56])[CH:2]=[CH2:3]. Procedure: Treatment of 17-allyl-1-hydroxy-12-[2'-(4"-hydroxy-3"-methoxycyclohexyl)-1'-methylvinyl]-23,25-dimethoxy-13,19,21,27-tetramethyl-11,28-dioxa-4-azatricyclo[22.3.1.04,9 ]octacos-18-ene-2,3,10,16-tetraone with diethylaminosulfur trifluoride (DAST) in THF followed by 48% aqueous HF/acetonitrile as in Example 62 yields 17-Allyl-1-hydroxy-12-[2'-(4"-fluoro-3"-methoxycyclohexyl)-1'-methylvinyl]-23,25-dimethoxy-13,19,21,27-tetramethyl-11,28-dioxa-4-azatricyclo[22.3.1.04,9 ]octacos-18-ene-2,3,10,16-tetra... The reactants are C(=O)C1=CC=C(C=C1)B(O)O (4-formylphenylboronic acid), BrC1=NC=CC=C1 (2-bromopyridine), BrC1=NC=C(C=C1)[N+](=O)[O-] (2-bromo-5-nitropyridine), C(=O)C=1C=C(C=CC1)B(O)O (3-formylphenylboronic acid). Product: [N+](=O)([O-])C=1C=CC(=NC1)C1=CC=C(C=O)C=C1 (4-(5-nitro-2-pyridinyl)benzaldehyde). Reaction SMILES: [CH:1]([C:3]1[CH:8]=[CH:7][C:6](B(O)O)=[CH:5][CH:4]=1)=[O:2].Br[C:13]1[CH:18]=[CH:17][C:16]([N+:19]([O-:21])=[O:20])=[CH:15][N:14]=1.C(C1C=C(B(O)O)C=CC=1)=O.BrC1C=CC=CN=1>>[N+:19]([C:16]1[CH:17]=[CH:18][C:13]([C:6]2[CH:7]=[CH:8][C:3]([CH:1]=[O:2])=[CH:4][CH:5]=2)=[N:14][CH:15]=1)([O-:21])=[O:20]. Procedure details: The title compound was prepared by a procedure analogous to Reference Example 11 by substituting 4-formylphenylboronic acid and 2-bromo-5-nitropyridine for the 3-formylphenylboronic acid and 2-bromopyridine, respectively, of Reference Example 11. MS 229 (M+H)+. Solvent: C(C)(=O)OCC (ethyl acetate), CO (methanol), C(C)(=O)OCC (ethyl acetate). The product is S(N)(=O)(=O)C1=CC=2C=[N+](C=CC2O1)[O-] (2-Sulfamoylfuro[3,2-c]pyridine-5-oxide). The reactants are ClC1=CC(=CC=C1)C(=O)OO (m-chloroperbenzoic acid), S(N)(=O)(=O)C1=CC=2C=NC=CC2O1 (2-sulfamoylfuro[3,2-c]pyridine). Isolated yield 83.0%. Conditions: time 18 hour. RXN SMILES: [S:1]([C:5]1[O:13][C:12]2[CH:11]=[CH:10][N:9]=[CH:8][C:7]=2[CH:6]=1)(=[O:4])(=[O:3])[NH2:2].ClC1C=CC=C(C(OO)=[O:22])C=1>CO.C(OCC)(=O)C>[S:1]([C:5]1[O:13][C:12]2[CH:11]=[CH:10][N+:9]([O-:22])=[CH:8][C:7]=2[CH:6]=1)(=[O:3])(=[O:4])[NH2:2]. Procedure details: To a warm (40° C.) solution of 2-sulfamoylfuro[3,2-c]pyridine (2.68 g, 13.5 mmol) in methanol (30 ml) and ethyl acetate (10 ml) was added dropwise a solution of m-chloroperbenzoic acid (3.22 g, 15 mmol) in ethyl acetate (13 ml). The reaction mixture was stirred for 18 hours as product precipitated. The pure product was collected by filtration and crystallized from hot dimethyl sulfoxide by dilution with ethanol to give 2.4 g (83% yield), m.p. 247°-248° C. Starting materials: CC(=O)Cl, CCC=CCC1CCC(C)(O)C1(C)C. Product: CCC=CCC1CCC(C)(OC(C)=O)C1(C)C. Reaction SMILES: [CH3:15][C:16]([Cl:17])=[O:18].[CH3:1][C:2]1([OH:14])[C:3]([CH3:12])([CH3:13])[CH:4]([CH2:7][CH:8]=[CH:9][CH2:10][CH3:11])[CH2:5][CH2:6]1>>[CH3:1][C:2]1([O:14][C:16]([CH3:15])=[O:18])[C:3]([CH3:12])([CH3:13])[CH:4]([CH2:7][CH:8]=[CH:9][CH2:10][CH3:11])[CH2:5][CH2:6]1. The reactants are N1C(=NC2=C1C=CC=C2)NC2CCN(CCC2)C(=O)OCC (ethyl 4-(1H-benzimidazol-2-ylamino)hexahydro-1H-azepine-1-carboxylate), [AlH4-].[Li+] (lithium tetrahydroaluminate), O1CCCC1 (tetrahydrofuran), [OH-].[Na+] (sodium hydroxide). The solvent is C(C)(=O)OCC (ethyl acetate), O (water). Conditions: time 2 hour. The product is 10.5, CN1CCC(CCC1)NC1=NC2=C(N1)C=CC=C2 (N-(hexahydro-1-methyl-1H-azepin-4-yl)-1H-benzimidazol-2-amine). Isolated yield 55.0%. As a reaction SMILES: [AlH4-].[Li+].O1CCCC1.[NH:8]1[C:12]2[CH:13]=[CH:14][CH:15]=[CH:16][C:11]=2[N:10]=[C:9]1[NH:17][CH:18]1[CH2:24][CH2:23][CH2:22][N:21]([C:25](OCC)=O)[CH2:20][CH2:19]1.[OH-].[Na+]>O.C(OCC)(=O)C>[CH3:25][N:21]1[CH2:22][CH2:23][CH2:24][CH:18]([NH:17][C:9]2[NH:8][C:12]3[CH:13]=[CH:14][CH:15]=[CH:16][C:11]=3[N:10]=2)[CH2:19][CH2:20]1 |f:0.1,4.5|. Procedure: To a stirred and heated (50° C.) mixture of 6.4 parts of lithium tetrahydroaluminate and 450 parts of tetrahydrofuran were added portionwise 23.5 parts of ethyl 4-(1H-benzimidazol-2-ylamino)hexahydro-1H-azepine-1-carboxylate under nitrogen atmosphere. Upon complete addition, stirring was continued for 2 hours at reflux temperature. The reaction mixture was decomposed with ethyl acetate, 30 parts of a sodium hydroxide solution and 30 parts of water. The whole was filtered over diatomaceous earth ... Starting materials: N1CC(CCC1)CO (piperidine-3-yl-methanol), C([O-])([O-])=O.[K+].[K+] (potassium carbonate), BrCCCC#N (4-bromobutyronitrile). The solvent is C(C)#N (acetonitrile). Run at time 12 hour. Product: OCC1CN(CCC1)CCCC#N (4-(3-Hydroxymethyl-piperidin-1-yl)-butyronitrile). RXN SMILES: [NH:1]1[CH2:6][CH2:5][CH2:4][CH:3]([CH2:7][OH:8])[CH2:2]1.C(=O)([O-])[O-].[K+].[K+].Br[CH2:16][CH2:17][CH2:18][C:19]#[N:20]>C(#N)C>[OH:8][CH2:7][CH:3]1[CH2:4][CH2:5][CH2:6][N:1]([CH2:16][CH2:17][CH2:18][C:19]#[N:20])[CH2:2]1 |f:1.2.3|. Reported procedure: In an oven-dried 25 mL flask was placed piperidine-3-yl-methanol (1.12 g, 10 mmol) in acetonitrile (10 mL), followed by addition of potassium carbonate (1.38 g, 10 mmol) and 4-bromobutyronitrile (0.90 mL, 9 mmol). The reaction mixture was stirred at rt. for 12 h. The mixture was filtered and evaporated to dryness. Addition of H2O (20 mL) was followed by extraction with ethyl acetate (3×20 mL) and the combined organic phases were dried (MgSO4) and evaporated to dryness to produce 1.50 g of crude ... The reactants are ClC1=C(C=C(C=C1)Cl)NC#N (2,5-dichlorophenylcyanamide), S(C)(=O)(=O)O.C(C)C=1C=C(N)C=CC1 (3-ethylaniline mesylate), ClC1=CC=CC=C1 (chlorobenzene). Yields the product NC(=N)N (Guanidine), S(C)(=O)(=O)O.C(C)C=1C=C(C=CC1)NC(=N)NC1=C(C=CC(=C1)Cl)Cl (N-(3-ethylphenyl)-N'-(2,5-dichlorophenyl)guanidine mesylate). Reaction SMILES: [Cl:1][C:2]1[CH:7]=[CH:6][C:5]([Cl:8])=[CH:4][C:3]=1[NH:9][C:10]#[N:11].[S:12]([OH:16])(=[O:15])(=[O:14])[CH3:13].[CH2:17]([C:19]1[CH:20]=[C:21]([CH:23]=[CH:24][CH:25]=1)[NH2:22])[CH3:18].ClC1C=CC=CC=1>>[NH2:9][C:10]([NH2:11])=[NH:22].[S:12]([OH:16])(=[O:15])(=[O:14])[CH3:13].[CH2:17]([C:19]1[CH:20]=[C:21]([NH:22][C:10]([NH:9][C:3]2[CH:4]=[C:5]([Cl:8])[CH:6]=[CH:7][C:2]=2[Cl:1])=[NH:11])[CH:23]=[CH:24][CH:25]=1)[CH3:18] |f:1.2,5.6|. Reported procedure: A mixture of 2,5-dichlorophenylcyanamide (1.02 g, 5.5 mmol), 3-ethylaniline mesylate (1.1 g, 5 mmol), and chlorobenzene (15 mL) were combined in a dry round bottom flask equipped with a water cooled condenser under nitrogen and placed in a preheated oil bath (150-160° C.). The reaction mixture was heated for 2 hours. After cooling, the crude reaction product was purified by crystallization from chlorobenzene/diethylether. The resulting crystals were collected by filtration, washed with diethylet...